Dataset: the Open Reaction Database (ORD), a public repository of structured organic reaction records. Task: describe an organic reaction: reactants, conditions, products, and yield Starting materials: Cl (hydrogen chloride), [H][H] (hydrogen), C(C1=CC=CC=C1)OC(=O)N[C@H](C(=O)OC(C)(C)C)CC1=CC=C(C=C1)OCCCC(=O)OCC (tert-Butyl (2S)-2-benzyloxycarbonylamino-3-(4-(3-ethoxycarbonylpropyloxy)phenyl)propionate). The reagents and catalysts are [OH-].[OH-].[Pd+2] (palladium hydroxide/carbon). The solvent is CO (methanol). Product: N[C@H](C(=O)OC(C)(C)C)CC1=CC=C(C=C1)OCCCC(=O)OCC (tert-Butyl (2S)-2-amino-3-(4-(3-ethoxycarbonylpropyloxy)phenyl)propionate). Yield: 99.5%. As a reaction SMILES: C(OC([NH:11][C@@H:12]([CH2:20][C:21]1[CH:26]=[CH:25][C:24]([O:27][CH2:28][CH2:29][CH2:30][C:31]([O:33][CH2:34][CH3:35])=[O:32])=[CH:23][CH:22]=1)[C:13]([O:15][C:16]([CH3:19])([CH3:18])[CH3:17])=[O:14])=O)C1C=CC=CC=1.Cl.[H][H]>CO.[OH-].[OH-].[Pd+2]>[NH2:11][C@@H:12]([CH2:20][C:21]1[CH:22]=[CH:23][C:24]([O:27][CH2:28][CH2:29][CH2:30][C:31]([O:33][CH2:34][CH3:35])=[O:32])=[CH:25][CH:26]=1)[C:13]([O:15][C:16]([CH3:18])([CH3:19])[CH3:17])=[O:14] |f:4.5.6|. Procedure details: 100 g (0.206 mol) of tert-butyl (2S)-2-benzyloxycarbonylamino-3-(4-(3-ethoxycarbonylpropyloxy)phenyl)propionate (1.1) from Example 1 were dissolved in 1 liter of methanol, the solution was treated with methanolic hydrogen chloride solution and with 10 g of 20% palladium hydroxide/carbon and hydrogen was passed in for 6 hours. Then the catalyst was filtered off, the solution was evaporated and the residue was treated with tert-butylether. The precipitate formed was filtered off. 72 g (90%) of an ... Reactants: ClC=1C=C(CN)C=CC1 (3-chlorobenzylamine), BrCC1=C(C#N)C=CC(=C1)OC(F)(F)F (2-Bromomethyl-4-trifluoromethoxy-benzonitrile). The solvent is C(C)O (ethanol), C(C)O (ethanol). Reaction conditions: time 30 minute. Yields the product Br.ClC=1C=C(CN2C(C3=CC=C(C=C3C2)OC(F)(F)F)=N)C=CC1 (2-(3-Chloro-benzyl)-5-trifluoromethoxy-2,3-dihydro-isoindol-1-ylideneamine Hydrobromide), solid. The yield is 90.0%. As a reaction SMILES: [Cl:1][C:2]1[CH:3]=[C:4]([CH:7]=[CH:8][CH:9]=1)[CH2:5][NH2:6].[Br:10][CH2:11][C:12]1[CH:19]=[C:18]([O:20][C:21]([F:24])([F:23])[F:22])[CH:17]=[CH:16][C:13]=1[C:14]#[N:15]>C(O)C>[BrH:10].[Cl:1][C:2]1[CH:3]=[C:4]([CH:7]=[CH:8][CH:9]=1)[CH2:5][N:6]1[CH2:11][C:12]2[C:13](=[CH:16][CH:17]=[C:18]([O:20][C:21]([F:24])([F:22])[F:23])[CH:19]=2)[C:14]1=[NH:15] |f:3.4|. Procedure details: To a solution of 3-chlorobenzylamine (62 mg, 0.442 mmol) in ethanol (500 μL) at 80° C. was added 2-bromomethyl-4-trifluoromethoxy-benzonitrile 16 (95 mg, 0.34 mmol) as a solution in ethanol (100 μL). After 30 min at 80° C., the ethanol was removed under reduced pressure, and the resulting residue was triturated with ether/ethanol to yield the title compound (colorless solid 90%). 1H NMR (400 MHz, CD3OD) δ8.48 (d, J=8.0 Hz, 1 H, Ar), 7.78 (s, 1 H, Ar), 7.71 (d, J=8.8 Hz, 1 H, Ar), 7.56 (s, 1 H, A... The reactants are C(CCC)[Li] (n-butyl lithium), [Cl-].[NH4+] (ammonium chloride), C(C)(C)(C)NS(=O)(=O)C=1SC=CC1Br (N-t-butyl-3-bromo-2-thiophenesulfonamide), FCC(=O)OCC (ethyl fluoroacetate). Run in O1CCCC1 (tetrahydrofuran), C(C)OC(C)=O (ethylacetate). Conditions: temperature -78 celsius, time 10 minute. Product: C(C)(C)(C)NS(=O)(=O)C=1SC=CC1C(CF)=O (N-t-butyl-3-(fluoroacetyl)-2-thiophenesulfonamide). Yield: 72.0%. As a reaction SMILES: [C:1]([NH:5][S:6]([C:9]1[S:10][CH:11]=[CH:12][C:13]=1Br)(=[O:8])=[O:7])([CH3:4])([CH3:3])[CH3:2].C([Li])CCC.[F:20][CH2:21][C:22](OCC)=[O:23].[Cl-].[NH4+]>O1CCCC1.C(OC(=O)C)C>[C:1]([NH:5][S:6]([C:9]1[S:10][CH:11]=[CH:12][C:13]=1[C:22](=[O:23])[CH2:21][F:20])(=[O:8])=[O:7])([CH3:4])([CH3:3])[CH3:2] |f:3.4|. Procedure details: 2.98 g (0.0mole) of N-t-butyl-3-bromo-2-thiophenesulfonamide was dissolved in 50mi of dry tetrahydrofuran and the mixture was cooled to -78° C. under nitrogen gas. To the reaction solution was slowly added dropwise 8.4 ml of n-butyl lithium (2.5N) and then the temperature of the mixture was raised slowly to -20° C. and again cooled to -78° C. 1.2 g (0.011 mole) of ethyl fluoroacetate was added slowly to the reaction mixture. The temperature of the mixture was raised again slowly to -20° C. and t... Reactants: [Li][Li].C1(C=CC2=CC=CC=C12)C(C)(C)C1C=CC2=CC=CC=C12 (dilithium 2,2-bis(indenyl)propane), C1(C=CC2=CC=CC=C12)C(C)(C)C1C=CC2=CC=CC=C12.[Li].[Li] (dilithium 2,2-bis(indenyl)propane), C1(C=CC2=CC=CC=C12)C(C)(C)C1C=CC2=CC=CC=C12 (2,2-bis(indenyl)propane), solution, C(CCC)[Li] (n-butyl-lithium), [Si](C)(C)(C)Cl (Me3SiCl). Solvent: CCOCC (ether), CCOCC (ether), CCCCC (pentane). Yields the product C[Si](C1=CC(C2=CC=CC=C12)C(C)(C)C1C=C(C2=CC=CC=C12)[Si](C)(C)C)(C)C (2,2-bis(3-Trimethylsilyl-indenyl)propane). As a reaction SMILES: [CH:1]1([C:10]([CH:13]2[C:21]3[C:16](=[CH:17][CH:18]=[CH:19][CH:20]=3)[CH:15]=[CH:14]2)([CH3:12])[CH3:11])[C:9]2[C:4](=[CH:5][CH:6]=[CH:7][CH:8]=2)[CH:3]=[CH:2]1.C([Li])CCC.[Li][Li].C1(C(C2C3C(=CC=CC=3)C=C2)(C)C)C2C(=CC=CC=2)C=C1.[Si:50](Cl)([CH3:53])([CH3:52])[CH3:51]>CCOCC.CCCCC>[CH3:51][Si:50]([CH3:53])([CH3:52])[C:15]1[C:16]2[C:21](=[CH:20][CH:19]=[CH:18][CH:17]=2)[CH:13]([C:10]([CH:1]2[C:9]3[C:4](=[CH:5][CH:6]=[CH:7][CH:8]=3)[C:3]([Si:50]([CH3:53])([CH3:52])[CH3:51])=[CH:2]2)([CH3:11])[CH3:12])[CH:14]=1 |f:2.3|. Reported procedure: 5.45 g (20 mmol) of 2,2-bis(indenyl)propane was dissolved in 100 ml of ether. The solution thus obtained was taken to −20° C., and 22 ml of a 2.0 M solution of n-butyl-lithium in pentane was added, thus giving a suspension of dilithium-2,2-bis(indenyl)propane. 8.77 g (30.85 mmol) of dilithium 2,2-bis(indenyl)propane was dissolved in 100 ml of ether, and 10 ml of Me3SiCl (excess) was added at a temperature of −40° C. The resulting mixture was allowed to return to room temperature. The organic pha... Reactants: C(C)OC1=CC=[N+](C=C1)[O-] (4-ethoxypyridine-N-oxide), S(=O)(=O)(OC)OC (dimethyl sulfate), [NH4+].[NH4+].[O-]S(=O)(=O)OOS(=O)(=O)[O-] (ammonium peroxodisulfate). Solvent: CO (methanol). Conditions: temperature 110 celsius, time 1 hour. The product is C(C)OC1=CC(=NC=C1)CO ((4-ethoxy-2-pyridinyl)methanol). Reaction SMILES: [CH2:1]([O:3][C:4]1[CH:9]=[CH:8][N+:7]([O-])=[CH:6][CH:5]=1)[CH3:2].S(OC)([O:14][CH3:15])(=O)=O.[NH4+].[NH4+].[O-]S(OOS([O-])(=O)=O)(=O)=O>CO>[CH2:1]([O:3][C:4]1[CH:9]=[CH:8][N:7]=[C:6]([CH2:15][OH:14])[CH:5]=1)[CH3:2] |f:2.3.4|. Reported procedure: 4-nitropyridine-N-oxide (12 g) was dissolved in ethanol, sodium ethoxide (8.8 g) was added to the mixture, and the mixture was stirred for 40 hours at 50° C. After allowing the mixture to be cooled to room temperature, the precipitates were filtered, the solvent was removed under reduced pressure, and the obtained residue was purified by silica gel column chromatography, to give 4-ethoxypyridine-N-oxide (11.8 g). To 4-ethoxypyridine-N-oxide (11.8 g) was added dimethyl sulfate (8.56 ml), and the ... Starting materials: O=C1NCCC[C@@H]1NC(OC(C)(C)C)=O ((S)-tert-butyl 2-oxopiperidin-3-ylcarbamate), P(=O)([O-])([O-])[O-].[K+].[K+].[K+] (potassium phosphate), IC1=CC=CC=C1 (iodobenzene), C(CN)N (ethylenediamine). Reagents/catalysts: [Cu]I (copper(I) iodide). Solvent: O1CCOCC1 (dioxane). Run at temperature 110 celsius, time 40 hour. Product: O=C1N(CCC[C@@H]1NC(OC(C)(C)C)=O)C1=CC=CC=C1 ((S)-tert-butyl 2-oxo-1-phenylpiperidin-3-ylcarbamate). Yield: 45.5%. Reaction SMILES: [O:1]=[C:2]1[C@@H:7]([NH:8][C:9](=[O:15])[O:10][C:11]([CH3:14])([CH3:13])[CH3:12])[CH2:6][CH2:5][CH2:4][NH:3]1.P([O-])([O-])([O-])=O.[K+].[K+].[K+].I[C:25]1[CH:30]=[CH:29][CH:28]=[CH:27][CH:26]=1.C(N)CN>[Cu]I.O1CCOCC1>[O:1]=[C:2]1[C@@H:7]([NH:8][C:9](=[O:15])[O:10][C:11]([CH3:12])([CH3:14])[CH3:13])[CH2:6][CH2:5][CH2:4][N:3]1[C:25]1[CH:30]=[CH:29][CH:28]=[CH:27][CH:26]=1 |f:1.2.3.4|. Procedure details: To a sealed-vial was added (S)-tert-butyl 2-oxopiperidin-3-ylcarbamate (162 mg, 0.756 mmol), potassium phosphate (321 mg, 1.51 mmol), iodobenzene (0.101 mL, 0.907 mmol), ethylenediamine (0.020 mL, 0.30 mmol), dioxane (3 mL) and molecular sieves followed by copper(I) iodide (57.6 mg, 0.302 mmol). The vial was purged with nitrogen gas and sealed. Then the reaction was stirred at 110° C. for 40 hr. The reaction was diluted with EtOAc (30 mL) and washed with water (20 mL) and saturated aqueous NaCl ... The reactants are Cl (hydrochloric acid), O=C1C[C@@H]([C@H](OC1)C1=C(C=C(C(=C1)F)F)F)NC(OC(C)(C)C)=O (tert-butyl [(2R,3S)-5-oxo-2-(2,4,5-trifluorophenyl) tetrahydro-2H-pyran-3-yl]carbamate), FC(C=1N=CC2=C(N1)CNCC2)(F)F (2-(trifluoromethyl)-5,6,7,8-tetrahydropyrido[3,4-d]pyrimidine), [B][B][B][B][B][B][B][B][B][B] (decaborane). The solvent is CO (methanol), CO (methanol). Reaction conditions: time 8 hour. Yields the product Cl.Cl.FC(C=1N=CC2=C(N1)CN(CC2)[C@@H]2C[C@@H]([C@H](OC2)C2=C(C=C(C(=C2)F)F)F)N)(F)F ((2R,3S,5R)-5-[2-(Trifluoromethyl)-5,8-dihydropyrido[3,4-d]pyrimidin-7(6H)-yl]-2-(2,4,5-trifluorophenyl)tetrahydro-2H-pyran-3-amine, dihydrochloride salt). RXN SMILES: O=[C:2]1[CH2:7][O:6][C@H:5]([C:8]2[CH:13]=[C:12]([F:14])[C:11]([F:15])=[CH:10][C:9]=2[F:16])[C@@H:4]([NH:17]C(=O)OC(C)(C)C)[CH2:3]1.[F:25][C:26]([F:38])([F:37])[C:27]1[N:28]=[CH:29][C:30]2[CH2:36][CH2:35][NH:34][CH2:33][C:31]=2[N:32]=1.[B][B][B][B][B][B][B][B][B][B].[ClH:49]>CO>[ClH:49].[ClH:49].[F:38][C:26]([F:25])([F:37])[C:27]1[N:28]=[CH:29][C:30]2[CH2:36][CH2:35][N:34]([C@H:2]3[CH2:7][O:6][C@H:5]([C:8]4[CH:13]=[C:12]([F:14])[C:11]([F:15])=[CH:10][C:9]=4[F:16])[C@@H:4]([NH2:17])[CH2:3]3)[CH2:33][C:31]=2[N:32]=1 |f:5.6.7,^3:38,47,^1:39,40,41,42,43,44,45,46|. Procedure: To a solution of 45 mg (0.13 mmol) of tert-butyl [(2R,3S)-5-oxo-2-(2,4,5-trifluorophenyl) tetrahydro-2H-pyran-3-yl]carbamate and 27 mg (0.13 mmol) of 2-(trifluoromethyl)-5,6,7,8-tetrahydropyrido[3,4-d]pyrimidine in 2.0 mL of dry methanol was added 5.0 mg (0.039 mmol) of decaborane. The reaction mixture was stirred overnight and concentrated in vacuo, then purified by preparative thin layer chromatography using an Analtech® 1000 micron plate (5% methanol/methylene chloride, 1% concentrated ammoni... The reactants are bistriphenyl phosphine palladium chloride, C#CCCCC (1-hexyne), IC1=C(N)C=CC=C1 (2-iodo aniline). Reagents/catalysts: [Cu](I)I (copper iodide). Run in C(C)N(CC)CC (triethylamine). Reaction conditions: time 15 hour. Product: C(#CCCCC)C1=C(C=CC=C1)N (2-(1-hexynyl)benzeneamine). RXN SMILES: [CH:1]#[C:2][CH2:3][CH2:4][CH2:5][CH3:6].I[C:8]1[CH:14]=[CH:13][CH:12]=[CH:11][C:9]=1[NH2:10]>C(N(CC)CC)C.[Cu](I)I>[C:1]([C:8]1[CH:14]=[CH:13][CH:12]=[CH:11][C:9]=1[NH2:10])#[C:2][CH2:3][CH2:4][CH2:5][CH3:6]. Procedure: 32 mg of copper iodide and 140 mg of bistriphenyl phosphine palladium chloride and 2.3 ml of 1-hexyne were added to a solution of 4.4 g of 2-iodo aniline in 100 ml of triethylamine and the mixture was stirred for 15 hours at ambient temperature, then evaporated to dryness. The residue was taken up in ether and the insoluble part was filtered out, washed with ether and the ethereal fractions were evaporated to dryness. The residue was chromatographed on silica (eluant:hexane-ethyl acetate (9-1)) ... Yield: 92.0%. Reactants: CC1=C(SC=C1)C(=O)O (3-methylthiophene-2-carboxylic acid), C(C)N (ethylamine). Reaction SMILES: [CH3:1][C:2]1[CH:6]=[CH:5][S:4][C:3]=1[C:7]([OH:9])=O.[CH2:10]([NH2:12])[CH3:11]>>[CH2:10]([NH:12][C:7]([C:3]1[S:4][CH:5]=[CH:6][C:2]=1[CH3:1])=[O:9])[CH3:11]. Reported procedure: Following the procedure as described in Preparation 18, making variations only as required to use 3-methylthiophene-2-carboxylic acid in place of 3-methylfuran-2-carboxylic acid to react with ethylamine in place of benzylamine, N-ethyl-3-methylthiophene-2-carboxamide was obtained as a colorless liquid in 92% yield: 1H NMR (300 MHz, CDCl3) δ 7.24 (d, J=5.0 Hz, 1H), 6.88 (d, J=5.0 Hz, 1H), 5.77 (br s, 1H), 3.51-3.40 (m, 2H), 2.51 (s, 3H), 1.24 (t, J=7.3 Hz, 3H); MS (ES+) m/z 170.2 (M+1). Product: C(C)NC(=O)C=1SC=CC1C (N-ethyl-3-methylthiophene-2-carboxamide). The reactants are C(#N)C=1C=CC2=C(SC3=C(CC2)C=CC=C3)C1 (3-cyano-10,11-dihydrodibenzo[b,f]thiepin), desired pure white solid, ClC1=CC(=CC=C1)C(=O)OO (m-chloroperbenzoic acid), [OH-].[Ca+2].[OH-] (calcium hydroxide). Solvent: C(Cl)Cl (methylene chloride), C(Cl)Cl (methylene chloride). Conditions: time 3 hour. The product is C(#N)C=1C=CC2=C(S(C3=C(CC2)C=CC=C3)(=O)=O)C1 (3-Cyano-10,11-dihydrodibenzo[b,f]thiepin-5,5-dioxide). As a reaction SMILES: [C:1]([C:3]1[CH:4]=[CH:5][C:6]2[CH2:12][CH2:11][C:10]3[CH:13]=[CH:14][CH:15]=[CH:16][C:9]=3[S:8][C:7]=2[CH:17]=1)#[N:2].ClC1C=CC=C(C(OO)=O)C=1.[OH-:29].[Ca+2].[OH-:31]>C(Cl)Cl>[C:1]([C:3]1[CH:4]=[CH:5][C:6]2[CH2:12][CH2:11][C:10]3[CH:13]=[CH:14][CH:15]=[CH:16][C:9]=3[S:8](=[O:31])(=[O:29])[C:7]=2[CH:17]=1)#[N:2] |f:2.3.4|. Procedure details: 800 Mg. 3-cyano-10,11-dihydrodibenzo[b,f]thiepin is dissolved in 75 cc. methylene chloride and 1.73 g. m-chloroperbenzoic acid is added and the solution stirred at room temperature for three hours. An additional 10 cc. methylene chloride is added, followed by a large excess of powdered calcium hydroxide. After stirring for 5 minutes, the mixture is filtered through celite and the filtrate stripped to dryness and the residual solid triturated with ether and filtered to yield 854 mg. (94%) of the ...